Dataset: the Open Reaction Database (ORD), a public repository of structured organic reaction records. Task: describe an organic reaction: reactants, conditions, products, and yield Starting materials: ice, ClC=1C=C(C(=C2CCCOC12)C)C1=C(C(=NC=2N(C=3CCCCC3C21)C2CC2)C)C(=O)OCC (ethyl 4-(8-chloro-5-methylchroman-6-yl)-9-cyclopropyl-2-methyl-6,7,8,9-tetrahydro-5H-pyrido[2,3-b]indole-3-carboxylate), [H-].[H-].[H-].[H-].[Li+].[Al+3] (LAH), C=1C=C[NH+]=CC1.[O-][Cr](=O)(=O)Cl (PCC), C=1C=C[NH+]=CC1.[O-][Cr](=O)(=O)Cl (PCC), [H-].[H-].[H-].[H-].[Li+].[Al+3] (LAH), ClCl (chlorine), [OH-].[Na+] (NaOH). Run in O1CCCC1 (tetrahydrofuran), ClCCl (DCM), ClCCl (dichloromethane), O (H2O), O (H2O). Run at time 18 hour. Yields the product C1(CC1)N1C2=C(C=3CCCCC13)C(=C(C(=N2)C)C=O)C=2C(=C1CCCOC1=CC2)C (9-cyclopropyl-2-methyl-4-(5-methylchroman-6-yl)-6,7,8,9-tetrahydro-5H-pyrido[2,3-b]indole-3-carbaldehyde). Isolated yield 38.7%. RXN SMILES: Cl[C:2]1[CH:3]=[C:4]([C:13]2[C:25]3[C:24]4[CH2:23][CH2:22][CH2:21][CH2:20][C:19]=4[N:18]([CH:26]4[CH2:28][CH2:27]4)[C:17]=3[N:16]=[C:15]([CH3:29])[C:14]=2[C:30](OCC)=[O:31])[C:5]([CH3:12])=[C:6]2[C:11]=1[O:10][CH2:9][CH2:8][CH2:7]2.[H-].[H-].[H-].[H-].[Li+].[Al+3].ClCl.[OH-].[Na+].C1C=C[NH+]=CC=1.[O-][Cr](Cl)(=O)=O>O1CCCC1.ClCCl.O>[CH:26]1([N:18]2[C:19]3[CH2:20][CH2:21][CH2:22][CH2:23][C:24]=3[C:25]3[C:13]([C:4]4[C:5]([CH3:12])=[C:6]5[C:11](=[CH:2][CH:3]=4)[O:10][CH2:9][CH2:8][CH2:7]5)=[C:14]([CH:30]=[O:31])[C:15]([CH3:29])=[N:16][C:17]2=3)[CH2:27][CH2:28]1 |f:1.2.3.4.5.6,8.9,10.11|. Procedure details: An ice cold solution of ethyl 4-(8-chloro-5-methylchroman-6-yl)-9-cyclopropyl-2-methyl-6,7,8,9-tetrahydro-5H-pyrido[2,3-b]indole-3-carboxylate (348 mg, 0.726 mmol) in tetrahydrofuran (THF) (7 mL) was treated slowly with LAH (1M in THF) (2.179 mL, 2.179 mmol), and then stirred at rt for 18 hours. LCMS indicated mixture of chlorinated and dechlorinated product. Continued adding LAH (total 11 mL over 1 day) until all the chlorine had been reduced. The reaction was cooled to 0° C., treated slowly wi...